This data is from the Open Reaction Database (ORD), a public repository of structured organic reaction records. The task is: describe an organic reaction: reactants, conditions, products, and yield Starting materials: ClC1=CC=C(C=C1)C=1C(C=2C(=C3C=NNC3=CC2)OC1C(C)C)=O (3-(4-chlorophenyl)-2-isopropyl-7H-pyrano[2,3-e]indazol-4-one), [OH-].[K+] (potassium hydroxide), II (iodine). The solvent is CN(C=O)C (N,N-dimethylformamide), C(C)(=O)OCC (ethyl acetate). Conditions: time 20 hour. Yields the product ClC1=CC=C(C=C1)C=1C(C=2C(=C3C(=NNC3=CC2)I)OC1C(C)C)=O (3-(4-Chlorophenyl)-9-iodo-2-isopropyl-7H-pyrano[2,3-e]indazol-4-one). RXN SMILES: [Cl:1][C:2]1[CH:7]=[CH:6][C:5]([C:8]2[C:9](=[O:24])[C:10]3[C:11]([O:19][C:20]=2[CH:21]([CH3:23])[CH3:22])=[C:12]2[C:16](=[CH:17][CH:18]=3)[NH:15][N:14]=[CH:13]2)=[CH:4][CH:3]=1.[OH-].[K+].[I:27]I>CN(C)C=O.C(OCC)(=O)C>[Cl:1][C:2]1[CH:3]=[CH:4][C:5]([C:8]2[C:9](=[O:24])[C:10]3[C:11]([O:19][C:20]=2[CH:21]([CH3:22])[CH3:23])=[C:12]2[C:16](=[CH:17][CH:18]=3)[NH:15][N:14]=[C:13]2[I:27])=[CH:6][CH:7]=1 |f:1.2|. Procedure details: To a solution of 3-(4-chlorophenyl)-2-isopropyl-7H-pyrano[2,3-e]indazol-4-one (20 mg, 0.059 mmol) in dry N,N-dimethylformamide (2 ml) at room temperature are added potassium hydroxide (6.3 mg, 0.112 mmol) and iodine (55 mg, in three portions over 3 h, 0.217 mmol). The reaction mixture is stirred at room temperature for 20 h, then diluted with ethyl acetate and washed successively with 10% aqueous sodium thiosulfate solution (40 ml) and saturated brine (40 ml). The organic phase is dried (MgSO4),...